Dataset: the Open Reaction Database (ORD), a public repository of structured organic reaction records. Task: describe an organic reaction: reactants, conditions, products, and yield The reactants are [NH4+].[Cl-] (NH4Cl), Cl (HCl), COC(=O)C=1C=2C=CNC2C=CC1 (indole-4-carboxylic acid methyl ester), C(C)[Mg]Br (ethylmagnesium bromide), C(=O)(OCC1=CC=CC=C1)NC[C@@H]1CC[C@H](CC1)C(=O)Cl (trans-4-(N-carbobenzyloxy)aminomethyl-1-cyclohexane carbonyl chloride). The reagents and catalysts are [Cl-].[Cl-].[Zn+2] (ZnCl2). The solvent is C(Cl)Cl.CO (CH2Cl2 methanol), C(Cl)Cl (CH2Cl2), C(Cl)Cl (CH2Cl2). Conditions: time 5 minute. Yields the product COC(=O)C=1C=2C(=CNC2C=CC1)C(=O)[C@@H]1CC[C@H](CC1)CNC(=O)OCC1=CC=CC=C1 (3-[(trans-4-(N-carbobenzyloxy)aminomethylcyclohex-1-yl)carbonyl]indole-4-carboxylic acid methyl ester). Isolated yield 47.4%. As a reaction SMILES: [CH3:1][O:2][C:3]([C:5]1[C:6]2[CH:7]=[CH:8][NH:9][C:10]=2[CH:11]=[CH:12][CH:13]=1)=[O:4].C([Mg]Br)C.[C:18]([NH:28][CH2:29][C@H:30]1[CH2:35][CH2:34][C@H:33]([C:36](Cl)=[O:37])[CH2:32][CH2:31]1)([O:20][CH2:21][C:22]1[CH:27]=[CH:26][CH:25]=[CH:24][CH:23]=1)=[O:19].[NH4+].[Cl-].Cl>C(Cl)Cl.[Cl-].[Cl-].[Zn+2].C(Cl)Cl.CO>[CH3:1][O:2][C:3]([C:5]1[C:6]2[C:7]([C:36]([C@H:33]3[CH2:32][CH2:31][C@H:30]([CH2:29][NH:28][C:18]([O:20][CH2:21][C:22]4[CH:23]=[CH:24][CH:25]=[CH:26][CH:27]=4)=[O:19])[CH2:35][CH2:34]3)=[O:37])=[CH:8][NH:9][C:10]=2[CH:11]=[CH:12][CH:13]=1)=[O:4] |f:3.4,7.8.9,10.11|. Procedure details: To a solution of indole-4-carboxylic acid methyl ester (2.33 g, 13.3 mmol) in CH2Cl2 (25 mL) was added ethylmagnesium bromide (3M in ether, 4.4 mL, 13.2 mmol). The reaction mixture was stirred for five minutes and ZnCl2 (1M in ether, 40 mL, 40 mmol) was added and the cloudy, brown suspension was stirred for 15 minutes. A solution of trans-4-(N-carbobenzyloxy)aminomethyl-1-cyclohexane carbonyl chloride (4.36 g, 14.1 mmol), prepared as in step 2, in CH2Cl2 (20 mL) was added and the reaction mixtur... Starting materials: O=C(c1ncc[nH]1)c1ncc[nH]1, ClCCl, CCCCCCCCC#CCC#CCC#CCCCC(=O)O, CN(C)C=O, O, NCC(O)CO. The product is CCCCCCCCC#CCC#CCC#CCCCC(=O)NCC(O)CO. RXN SMILES: [C:23]([c:24]1[nH:25][cH:26][cH:27][n:28]1)([c:29]1[nH:30][cH:31][cH:32][n:33]1)=[O:34].[CH2:47]([Cl:48])[Cl:49].[CH3:1][CH2:2][CH2:3][CH2:4][CH2:5][CH2:6][CH2:7][CH2:8][C:9]#[C:10][CH2:11][C:12]#[C:13][CH2:14][C:15]#[C:16][CH2:17][CH2:18][CH2:19][C:20]([OH:21])=[O:22].[O:42]=[CH:43][N:44]([CH3:45])[CH3:46].[OH2:41].[OH:35][CH:36]([CH2:37][NH2:38])[CH2:39][OH:40]>>[CH3:1][CH2:2][CH2:3][CH2:4][CH2:5][CH2:6][CH2:7][CH2:8][C:9]#[C:10][CH2:11][C:12]#[C:13][CH2:14][C:15]#[C:16][CH2:17][CH2:18][CH2:19][C:20](=[O:22])[NH:38][CH2:37][CH:36]([OH:35])[CH2:39][OH:40]. Starting materials: 11.02, C(C)(C)(C)C=1C(C(=CC(C1)=O)C(C)(C)C)=O (2,6-di-tert-butyl-1,4-benzoquinone), NC1=NC=CN=C1 (aminopyrazine). Run at temperature 150 celsius, time 6 hour. The product is C(C)(C)(C)C=1C(C(=CC(C1)=NC1=NC=CN=C1)C(C)(C)C)=O (2,6-di-tert-butyl-4-pyrazinylimino-2,5-cyclohexadien-1-one). As a reaction SMILES: [C:1]([C:5]1[C:6](=[O:16])[C:7]([C:12]([CH3:15])([CH3:14])[CH3:13])=[CH:8][C:9](=O)[CH:10]=1)([CH3:4])([CH3:3])[CH3:2].[NH2:17][C:18]1[CH:23]=[N:22][CH:21]=[CH:20][N:19]=1>>[C:1]([C:5]1[C:6](=[O:16])[C:7]([C:12]([CH3:15])([CH3:14])[CH3:13])=[CH:8][C:9](=[N:17][C:18]2[CH:23]=[N:22][CH:21]=[CH:20][N:19]=2)[CH:10]=1)([CH3:4])([CH3:3])[CH3:2]. Reported procedure: A mixture of 11.02 of 2,6-di-tert-butyl-1,4-benzoquinone and 4.76 g of aminopyrazine was heated with stirring at 150° C. for 6 hours. The reaction mixture was cooled to room temperature and purified by silica gel column chromatography (eluent: diethyl ether-hexane=1:4), giving 3.95 g of Compound 1a. The reactants are C(CCC)C1=CC=CC1 (n-Butylcyclopentadiene), C(C=C)(=O)O (acrylic acid), C(C)C(=O)C (methyl ethyl ketone). Conditions: time 3 hour. Yields the product C(CCC)C12C(CC(C=C1)C2)C(=O)O (n-butyl-5-norbornene-2-carboxylic acid). As a reaction SMILES: [CH2:1]([C:5]1[CH2:9][CH:8]=[CH:7][CH:6]=1)[CH2:2][CH2:3][CH3:4].[C:10]([OH:14])(=[O:13])C=C.[CH2:15](C(C)=O)[CH3:16]>>[CH2:1]([C:5]12[CH2:9][CH:8]([CH:15]=[CH:16]1)[CH2:7][CH:6]2[C:10]([OH:14])=[O:13])[CH2:2][CH2:3][CH3:4]. Reported procedure: n-Butylcyclopentadiene (12.22 g: 100 mmol) was dissolved in methyl ethyl ketone (10 mL), to which acrylic acid (7.93 g: 110 mmol) was added dropwise at 0° C. over 1 hour. The thus-obtained mixture was stirred at room temperature for 3 hours. Light components, such as the solvent and unreacted acrylic acid, were then distilled off under reduced pressure from the reaction mixture, whereby n-butyl-5-norbornene-2-carboxylic acid (15.9 g: 82 mmol) was obtained.